This data is from the Open Reaction Database (ORD), a public repository of structured organic reaction records. The task is: describe an organic reaction: reactants, conditions, products, and yield The reactants are FC=1C=C(C=CC1)NC(CN1N=C(C(=C1)[N+](=O)[O-])C(=O)OCC)=O (ethyl 1-{2-[(3-fluorophenyl)amino]-2-oxoethyl}-4-nitro-1H-pyrazole-3-carboxylate). The reagents and catalysts are [Pd] (palladium on carbon). Run in CO (methanol), ClCCl (dichloromethane). The product is NC=1C(=NN(C1)CC(=O)NC1=CC(=CC=C1)F)C(=O)OCC (ethyl 4-amino-1-{2-[(3-fluorophenyl)amino]-2-oxoethyl}-1H-pyrazole-3-carboxylate). Isolated yield 88.2%. As a reaction SMILES: [F:1][C:2]1[CH:3]=[C:4]([NH:8][C:9](=[O:24])[CH2:10][N:11]2[CH:15]=[C:14]([N+:16]([O-])=O)[C:13]([C:19]([O:21][CH2:22][CH3:23])=[O:20])=[N:12]2)[CH:5]=[CH:6][CH:7]=1>[Pd].CO.ClCCl>[NH2:16][C:14]1[C:13]([C:19]([O:21][CH2:22][CH3:23])=[O:20])=[N:12][N:11]([CH2:10][C:9]([NH:8][C:4]2[CH:5]=[CH:6][CH:7]=[C:2]([F:1])[CH:3]=2)=[O:24])[CH:15]=1. Reported procedure: A mixture of ethyl 1-{2-[(3-fluorophenyl)amino]-2-oxoethyl}-4-nitro-1H-pyrazole-3-carboxylate (0.168 g, 0.5 mmol) was hydrogenated over 10% palladium on carbon (0.034 g) in a mixture of methanol (6 ml) and dichloromethane (3 ml) for 3 hours. The mixture was filtered through Celite and the filtrate was evaporated to leave ethyl 4-amino-1-{2-[(3-fluorophenyl)amino]-2-oxoethyl}-1H-pyrazole-3-carboxylate (0.135 g, 88% yield): The reactants are CC1=CC2=C(N(CCCC2=O)C(=O)OC(C)(C)C)C=C1C(F)(F)F (tert-butyl 7-methyl-5-oxo-8-trifluoromethyl-2,3,4,5-tetrahydrobenzo[b]azepine-1-carboxylate), CO (methanol), CSC.B (borane dimethylsulfide), B1(N2CCC[C@H]2C(O1)(C3=CC=CC=C3)C4=CC=CC=C4)C ((S)-2-methyl-CBS-oxazaborolidine). Run in ClCCl (dichloromethane), ClCCl (dichloromethane). Reaction conditions: temperature 0 celsius, time 30 minute. Yields the product O[C@H]1C2=C(N(CCC1)C(=O)OC(C)(C)C)C=C(C(=C2)C)C(F)(F)F ((R)-tert-Butyl 5-hydroxy-7-methyl-8-trifluoromethyl-2,3,4,5-tetrahydrobenzo[b]azepine-1-carboxylate). Isolated yield 75.6%. RXN SMILES: CSC.B.B1(C)OC(C2C=CC=CC=2)(C2C=CC=CC=2)[C@H]2N1CCC2.[CH3:26][C:27]1[C:45]([C:46]([F:49])([F:48])[F:47])=[CH:44][C:30]2[N:31]([C:37]([O:39][C:40]([CH3:43])([CH3:42])[CH3:41])=[O:38])[CH2:32][CH2:33][CH2:34][C:35](=[O:36])[C:29]=2[CH:28]=1.CO>ClCCl>[OH:36][C@@H:35]1[CH2:34][CH2:33][CH2:32][N:31]([C:37]([O:39][C:40]([CH3:43])([CH3:42])[CH3:41])=[O:38])[C:30]2[CH:44]=[C:45]([C:46]([F:49])([F:47])[F:48])[C:27]([CH3:26])=[CH:28][C:29]1=2 |f:0.1|. Procedure details: Add a solution of borane dimethylsulfide complex (3.8 mL, 7.58 mmol, 2 M in tetrahydrofuran) dropwise to a solution of (S)-2-methyl-CBS-oxazaborolidine (9.5 mL, 9.48 mmol, 1M in toluene) in dichloromethane (20 mL) at −30° C. under nitrogen. Stir the mixture for 30 min and add a solution of tert-butyl 7-methyl-5-oxo-8-trifluoromethyl-2,3,4,5-tetrahydrobenzo[b]azepine-1-carboxylate (2.17 g, 6.32 mmol) in dichloromethane (20 mL) dropwise and warm the mixture slowly to 0° C. Pour the mixture into me... The reactants are C(C)(C)(C)OC(=O)N1CCC(CC1)(CCCC1=CC=C(C=C1)C1=NN=NN1)O (1-t-Butoxycarbonyl-4-hydroxy-4-(3-(4-(1H-tetrazol-5-yl)phenyl)propyl)piperidine). Run in Cl (HCl), CO (MeOH). Yields the product OC1(CCNCC1)CCCC1=CC=C(C=C1)C1=NN=NN1 (4-Hydroxy-4-(3-(4-(1H-tetrazol-5-yl)phenyl)propyl)piperidine). Reaction SMILES: C(OC([N:8]1[CH2:13][CH2:12][C:11]([OH:28])([CH2:14][CH2:15][CH2:16][C:17]2[CH:22]=[CH:21][C:20]([C:23]3[NH:27][N:26]=[N:25][N:24]=3)=[CH:19][CH:18]=2)[CH2:10][CH2:9]1)=O)(C)(C)C>Cl.CO>[OH:28][C:11]1([CH2:14][CH2:15][CH2:16][C:17]2[CH:22]=[CH:21][C:20]([C:23]3[NH:27][N:26]=[N:25][N:24]=3)=[CH:19][CH:18]=2)[CH2:12][CH2:13][NH:8][CH2:9][CH2:10]1. Procedure details: A solution of 105 mg (0.27 mmol) of 1-t-butoxycarbonyl-4-hydroxy-4-(3-(4-(1H-tetrazol-5-yl)phenyl)-propyl)piperidine (from EXAMPLE 2, Step E) in 5 mL of 0.5 N HCl in MeOH was stirred at rt for 20 h. The solution was concentrated and dried under vacuum to afford the title compound: HPLC B: 3.10 min. Reactants: C1(=CC=CC=C1)O (phenol), ClC=1N=NC(=CC1)N1CCN(CC1)C1=CC(=CC=C1)C (3-chloro-6-[4-(3-methylpheyl)-1-piperazinyl]pyridazine), C([O-])([O-])=O.[K+].[K+] (potassium carbonate). Run in O (water). Run at temperature 150 celsius. Product: CC=1C=C(C=CC1)N1CCN(CC1)C=1N=NC(=CC1)OC1=CC=CC=C1 (3-[4-(3-methylphenyl)-1-piperazinyl]-6-phenoxypyridazine). Yield: 60.0%. As a reaction SMILES: [C:1]1([OH:7])[CH:6]=[CH:5][CH:4]=[CH:3][CH:2]=1.Cl[C:9]1[N:10]=[N:11][C:12]([N:15]2[CH2:20][CH2:19][N:18]([C:21]3[CH:26]=[CH:25][CH:24]=[C:23]([CH3:27])[CH:22]=3)[CH2:17][CH2:16]2)=[CH:13][CH:14]=1.C(=O)([O-])[O-].[K+].[K+]>O>[CH3:27][C:23]1[CH:22]=[C:21]([N:18]2[CH2:17][CH2:16][N:15]([C:12]3[N:11]=[N:10][C:9]([O:7][C:1]4[CH:6]=[CH:5][CH:4]=[CH:3][CH:2]=4)=[CH:14][CH:13]=3)[CH2:20][CH2:19]2)[CH:26]=[CH:25][CH:24]=1 |f:2.3.4|. Procedure: A mixture of 1.9 parts of phenol, 2.9 parts of 3-chloro-6-[4-(3-methylpheyl)-1-piperazinyl]pyridazine and 2.76 parts of potassium carbonate was stirred and heated for 7 hours in an oil bath at 150° C. After cooling, water was added. The product was extracted with trichloromethane. The extract was dried, filtered and evaporated. The residue was crystallized from a mixture of 2-propanol and 2,2'-oxybispropane. The product was filtered off and dried, yielding 2 parts (60%) of 3-[4-(3-methylphenyl)-... Yield: 59.7%. Yields the product C=1(C(=CC=CC1)C(=O)CN1C(C(CN(C2=C1C=C(C=C2)C)C(C(CCC)C)=O)NC(NC=2C=C(C(=O)O)C=CC2)=O)=O)C (3-[3-[1-(2-toluoylmethyl)-2-oxo-5-(2-methylpentanoyl)-8-methyl-1,3,4,5-tetrahydro-2H-1,5-benzodiazepin-3-yl]ureido]benzoic acid). Run in CO (methanol). RXN SMILES: [C:1]1([CH3:45])[C:2]([C:7]([CH2:9][N:10]2[C:16]3[CH:17]=[C:18]([CH3:21])[CH:19]=[CH:20][C:15]=3[N:14]([C:22](=[O:28])[CH:23]([CH3:27])[CH2:24][CH2:25][CH3:26])[CH2:13][CH:12]([NH:29][C:30]([NH:32][C:33]3[CH:38]=[CH:37][CH:36]=[C:35]([C:39]([O:41]CC)=[O:40])[CH:34]=3)=[O:31])[C:11]2=[O:44])=[O:8])=[CH:3][CH:4]=[CH:5][CH:6]=1.O.[OH-].[Li+].O1CCCC1>CO>[C:1]1([CH3:45])[C:2]([C:7]([CH2:9][N:10]2[C:16]3[CH:17]=[C:18]([CH3:21])[CH:19]=[CH:20][C:15]=3[N:14]([C:22](=[O:28])[CH:23]([CH3:27])[CH2:24][CH2:25][CH3:26])[CH2:13][CH:12]([NH:29][C:30](=[O:31])[NH:32][C:33]3[CH:34]=[C:35]([CH:36]=[CH:37][CH:38]=3)[C:39]([OH:41])=[O:40])[C:11]2=[O:44])=[O:8])=[CH:3][CH:4]=[CH:5][CH:6]=1 |f:1.2.3|. Reported procedure: 1-[1-(2-Toluoylmethyl)-2-oxo-5-(2-methylpentanoyl)-8-methyl-1,3,4,5-tetrahydro-2H-1,5-benzodiazepin-3-yl]-3-(3-ethoxycarbonylphenyl)urea (560 mg) was dissolved in methanol (26 ml), aqueous lithium hydroxide monohydrate (192 mg) solution (13 ml) and tetrahydrofuran (13 ml) were added, and the mixture was refluxed for one hour. The reaction mixture was concentrated under reduced pressure, 1N hydrochloric acid was added, and extracted with ethyl acetate. The organic layer was dried over anhydrous m... Starting materials: O.[OH-].[Li+] (lithium hydroxide monohydrate), solution, O1CCCC1 (tetrahydrofuran), C=1(C(=CC=CC1)C(=O)CN1C(C(CN(C2=C1C=C(C=C2)C)C(C(CCC)C)=O)NC(=O)NC2=CC(=CC=C2)C(=O)OCC)=O)C (1-[1-(2-Toluoylmethyl)-2-oxo-5-(2-methylpentanoyl)-8-methyl-1,3,4,5-tetrahydro-2H-1,5-benzodiazepin-3-yl]-3-(3-ethoxycarbonylphenyl)urea). Reactants: C[Si](C)(C)C=[N+]=[N-] ((trimethylsilyl)diazomethane), CCCCCC (n-hexane), N1N=C(C2=CC=CC=C12)C(=O)O (Indazole-3-carboxylic acid). The solvent is CO (methanol), C1CCOC1 (THF). Reaction conditions: temperature 0 celsius. The product is N1N=C(C2=CC=CC=C12)C(=O)OC (methyl indazole-3-carboxylate). The yield is 68.0%. RXN SMILES: [NH:1]1[C:9]2[C:4](=[CH:5][CH:6]=[CH:7][CH:8]=2)[C:3]([C:10]([OH:12])=[O:11])=[N:2]1.[CH3:13][Si](C=[N+]=[N-])(C)C.CCCCCC>C1COCC1.CO>[NH:1]1[C:9]2[C:4](=[CH:5][CH:6]=[CH:7][CH:8]=2)[C:3]([C:10]([O:12][CH3:13])=[O:11])=[N:2]1. Procedure: Indazole-3-carboxylic acid (5.00 g, 30.8 mmol) was dissolved in THF (200 ml) and methanol (15 ml). To the resulting solution was added (trimethylsilyl)diazomethane (a 2.0M n-hexane solution, 20 ml, 40.1 mmol) under stirring at 0° C. After stirring at room temperature for 3 hours, the reaction mixture was distilled under reduced pressure to remove the solvent. The residue was crystallized by the addition of n-hexane, and the crystals thus obtained were collected by filtration and dried under redu... Starting materials: C(C)(CC)C1=CC=C(C=C1)S(=O)(=O)NC1=C(SC=C1)C(=O)OC (Methyl 3-[4-(sec-butyl)phenylsulfonamido]thiophene-2-carboxylate), [OH-].[Na+] (sodium hydroxide), Cl (hydrochloric acid). The solvent is O1CCCC1 (tetrahydrofuran). Conditions: temperature 65 celsius. The product is C(C)(CC)C1=CC=C(C=C1)S(=O)(=O)NC1=C(SC=C1)C(=O)O (3-(4-sec-Butylphenylsulfonamido)thiophene-2-carboxylic acid). Yield: 97.3%. As a reaction SMILES: [CH:1]([C:5]1[CH:10]=[CH:9][C:8]([S:11]([NH:14][C:15]2[CH:19]=[CH:18][S:17][C:16]=2[C:20]([O:22]C)=[O:21])(=[O:13])=[O:12])=[CH:7][CH:6]=1)([CH2:3][CH3:4])[CH3:2].[OH-].[Na+].Cl>O1CCCC1>[CH:1]([C:5]1[CH:10]=[CH:9][C:8]([S:11]([NH:14][C:15]2[CH:19]=[CH:18][S:17][C:16]=2[C:20]([OH:22])=[O:21])(=[O:12])=[O:13])=[CH:7][CH:6]=1)([CH2:3][CH3:4])[CH3:2] |f:1.2|. Procedure details: To a solution of 52 (0.75 g, 2.12 mmol) in tetrahydrofuran (10 mL) was added aqueous sodium hydroxide (5 mL, 2N). The reaction mixture was heated at 65° C. for 2 days, allowed to cool to room temperature and then acidified to pH 5 with aqueous hydrochloric acid (2N) and extracted with tetrahydrofuran (3×5 mL). The combined organic phases were dried over magnesium sulfate, filtered and concentrated under reduced pressure to yield a golden oil (0.7 g), which later solidified. A portion of the crud... Reactants: CC[C@H]1CC[C@H]2[C@@H]3CCC4=CCC=C[C@]4(C)C3=CC[C@]12C (pregna-1,4,9(11) triene), BrC1(C(NC(N1)=O)=O)Br (dibromohydantoin). Yields the product Br[C@@]12[C@]3(C=CCC=C3CC[C@H]1[C@@H]1CC[C@H](CC)[C@]1(CC2O)C)C (9α-bromo-11-hydroxypregna-1,4-diene). As a reaction SMILES: [CH3:1][CH2:2][C@@H:3]1[C@:20]2([CH3:21])[C@H:6]([C@H:7]3C(=C[CH2:19]2)[C@:15]2([CH3:16])[C:10](=[CH:11][CH2:12][CH:13]=[CH:14]2)[CH2:9][CH2:8]3)[CH2:5][CH2:4]1.[Br:22][C:23]1(Br)NC(=O)N[C:24]1=[O:29]>>[Br:22][C@:23]12[CH:24]([OH:29])[CH2:21][C@@:20]3([CH3:19])[C@@H:6]([CH2:5][CH2:4][C@@H:3]3[CH2:2][CH3:1])[C@@H:7]1[CH2:8][CH2:9][C:10]1[C@:15]2([CH3:16])[CH:14]=[CH:13][CH2:12][CH:11]=1. Reported procedure: The pregna-1,4,9(11)-trienes represented by formula (A) above are converted to various intermediates by means known in the art. For example they are treated with chlorine according to the process of U.S. Pat. No. 3,009,933 to give the corresponding 9α,11β-dichloropregna-1,4-diene ##STR15## The 9α-fluoro-11β-hydroxy compound is prepared by reacting the appropriate pregna-1,4,9(11) triene with dibromohydantoin to form the 9α-bromo-11-hydroxypregna-1,4-diene which in turn is reacted with sodium hyd... Reactants: CCCc1cc(OCc2ccccc2)ccc1OCC(=O)OCC, C1CCOC1, [H][H]. The product is CCCc1cc(O)ccc1OCC(=O)OCC. As a reaction SMILES: [CH2:1]([CH3:2])[O:3][C:4]([CH2:5][O:6][c:7]1[c:8]([CH2:21][CH2:22][CH3:23])[cH:9][c:10]([O:13][CH2:14][c:15]2[cH:16][cH:17][cH:18][cH:19][cH:20]2)[cH:11][cH:12]1)=[O:24].[CH2:27]1[O:28][CH2:29][CH2:30][CH2:31]1.[H:25][H:26]>>[CH2:1]([CH3:2])[O:3][C:4]([CH2:5][O:6][c:7]1[c:8]([CH2:21][CH2:22][CH3:23])[cH:9][c:10]([OH:13])[cH:11][cH:12]1)=[O:24]. The reactants are C(C)(C)(C)OC(=O)N1[C@@H](CCCC1)C ((R)-N-tert-butoxycarbonyl-2-methylpiperidine), CN(CCN(C)C)C (N,N,N′,N′-tetramethylethylenediamine), C(C)(CC)[Li] (sec-butyllithium), CN(C=O)C (N,N-dimethylformamide). Yields the product C(=O)[C@H]1N([C@@H](CCC1)C)C(=O)OC(C)(C)C ((2S,6R)-tert-butyl 2-formyl-6-methyl-1-piperidinecarboxylate). Yield: 70.0%. As a reaction SMILES: [C:1]([O:5][C:6]([N:8]1CCC[CH2:10][C@H:9]1[CH3:14])=[O:7])([CH3:4])([CH3:3])[CH3:2].CN(C)CCN(C)C.[CH:23]([Li])([CH2:25][CH3:26])[CH3:24].CN(C)C=[O:31]>>[CH:24]([C@@H:23]1[CH2:25][CH2:26][CH2:10][C@@H:9]([CH3:14])[N:8]1[C:6]([O:5][C:1]([CH3:4])([CH3:3])[CH3:2])=[O:7])=[O:31]. Procedure details: Similarly to Referential example 2, 2.10 g(10.5 mmol) of (R)-N-tert-butoxycarbonyl-2-methylpiperidine were reacted with 1.59 ml(1 equivalent) of N,N,N′,N′-tetramethylethylenediamine, 111.1 ml (1.1 equivalent) of sec-butyllithium(1.04M) and 1.22 ml(1.5 equivalents) of N,N-dimethylformamide to obtain 1.67 g of (2S,6R)-tert-butyl 2-formyl-6-methyl-1-piperidinecarboxylate(yield 70%).